This data is from the Open Reaction Database (ORD), a public repository of structured organic reaction records. The task is: describe an organic reaction: reactants, conditions, products, and yield Starting materials: CC(N)c1ccccc1, COc1cncc(-c2cc(C=O)ccc2OC)c1. Product: COc1cncc(-c2cc(CNC(C)c3ccccc3)ccc2OC)c1. Reaction SMILES: [CH3:19][CH:20]([c:21]1[cH:22][cH:23][cH:24][cH:25][cH:26]1)[NH2:27].[CH3:1][O:2][c:3]1[c:4](-[c:11]2[cH:12][n:13][cH:14][c:15]([O:17][CH3:18])[cH:16]2)[cH:5][c:6]([CH:7]=[O:8])[cH:9][cH:10]1>>[CH3:1][O:2][c:3]1[c:4](-[c:11]2[cH:12][n:13][cH:14][c:15]([O:17][CH3:18])[cH:16]2)[cH:5][c:6]([CH2:7][NH:27][CH:20]([CH3:19])[c:21]2[cH:22][cH:23][cH:24][cH:25][cH:26]2)[cH:9][cH:10]1. Starting materials: C1COCCO1, CC1(COc2ccc(CN)cc2)CCCCC1, O=C(N1CCc2ccc(Cl)c(OS(=O)(=O)C(F)(F)F)c2CC1)C(F)(F)F. Product: CC1(COc2ccc(CNc3c(Cl)ccc4c3CCN(C(=O)C(F)(F)F)CC4)cc2)CCCCC1. RXN SMILES: [CH2:44]1[O:45][CH2:46][CH2:47][O:48][CH2:49]1.[CH3:27][C:28]1([CH2:34][O:35][c:36]2[cH:37][cH:38][c:39]([CH2:40][NH2:41])[cH:42][cH:43]2)[CH2:29][CH2:30][CH2:31][CH2:32][CH2:33]1.[Cl:1][c:2]1[c:3]([O:19][S:20]([C:21]([F:22])([F:23])[F:24])(=[O:25])=[O:26])[c:4]2[c:5]([cH:17][cH:18]1)[CH2:6][CH2:7][N:8]([C:11]([C:12]([F:13])([F:14])[F:15])=[O:16])[CH2:9][CH2:10]2>>[Cl:1][c:2]1[c:3]([NH:41][CH2:40][c:39]2[cH:38][cH:37][c:36]([O:35][CH2:34][C:28]3([CH3:27])[CH2:29][CH2:30][CH2:31][CH2:32][CH2:33]3)[cH:43][cH:42]2)[c:4]2[c:5]([cH:17][cH:18]1)[CH2:6][CH2:7][N:8]([C:11]([C:12]([F:13])([F:14])[F:15])=[O:16])[CH2:9][CH2:10]2. The reactants are Cc1cnc(N)o1, [Cl-], O=C(O)C(c1ccccc1)c1ccccc1. Yields the product Cc1cnc(NC(=O)C(c2ccccc2)c2ccccc2)o1. As a reaction SMILES: [CH3:1][c:2]1[cH:3][n:4][c:5]([NH2:7])[o:6]1.[Cl-:8].[c:9]1([CH:15]([C:16](=[O:17])[OH:18])[c:19]2[cH:20][cH:21][cH:22][cH:23][cH:24]2)[cH:10][cH:11][cH:12][cH:13][cH:14]1>>[CH3:1][c:2]1[cH:3][n:4][c:5]([NH:7][C:16]([CH:15]([c:9]2[cH:10][cH:11][cH:12][cH:13][cH:14]2)[c:19]2[cH:20][cH:21][cH:22][cH:23][cH:24]2)=[O:17])[o:6]1. The reactants are C1CCOC1, COCCC[Mg+], COCCCCl, [Cl-], [Cl-], N#CCF, [Mg], [NH4+], N#C[Na], O. Yields the product COCCCC(N)(C#N)CF. Reaction SMILES: [CH2:24]1[O:25][CH2:26][CH2:27][CH2:28]1.[CH3:2][O:3][CH2:4][CH2:5][CH2:6][Mg+:7].[CH3:8][O:9][CH2:10][CH2:11][CH2:12][Cl:13].[Cl-:1].[Cl-:22].[F:15][CH2:16][C:17]#[N:18].[Mg:14].[NH4+:23].[Na:19][C:20]#[N:21].[OH2:29]>>[CH3:2][O:3][CH2:4][CH2:5][CH2:6][C:17]([CH2:16][F:15])([NH2:18])[C:20]#[N:21].